The task is: describe an organic reaction: reactants, conditions, products, and yield. This data is from the Open Reaction Database (ORD), a public repository of structured organic reaction records. Starting materials: [Al+3], Brc1ccccc1, CCC(=O)Cl, [Cl-], [Cl-], [Cl-], Cl, S=C=S. The product is CCC(=O)c1ccc(Br)cc1. Reaction SMILES: [Al+3:2].[Br:10][c:11]1[cH:12][cH:13][cH:14][cH:15][cH:16]1.[C:5]([CH2:6][CH3:7])(=[O:8])[Cl:9].[Cl-:1].[Cl-:3].[Cl-:4].[ClH:17].[S:18]=[C:19]=[S:20]>>[C:5]([CH2:6][CH3:7])(=[O:8])[c:14]1[cH:13][cH:12][c:11]([Br:10])[cH:16][cH:15]1. RXN SMILES: [CH3:1][O:2][C:3]([c:4]1[cH:5][cH:6][c:7]([O:10][c:11]2[cH:12][c:13]([S:17](=[O:18])(=[O:19])[CH3:20])[cH:14][cH:15][cH:16]2)[cH:8][cH:9]1)=[O:21].[CH3:29][OH:30].[Na+:23].[O:24]1[CH2:25][CH2:26][CH2:27][CH2:28]1.[OH-:22]>>[O:2]=[C:3]([c:4]1[cH:5][cH:6][c:7]([O:10][c:11]2[cH:12][c:13]([S:17](=[O:18])(=[O:19])[CH3:20])[cH:14][cH:15][cH:16]2)[cH:8][cH:9]1)[OH:21]. The reactants are COC(=O)c1ccc(Oc2cccc(S(C)(=O)=O)c2)cc1, CO, [Na+], C1CCOC1, [OH-]. The product is CS(=O)(=O)c1cccc(Oc2ccc(C(=O)O)cc2)c1. Reactants: C1(CC1)CC(=O)Cl (cyclopropylacetyl chloride), C(C1=CC=CC=C1)NC(=O)C1=C(N=C(S1)N)C (2-amino-4-methylthiazole-5-carboxylic acid benzylamide). Yields the product C(C1=CC=CC=C1)NC(=O)C1=C(N=C(S1)NC(CC1CC1)=O)C (2-(2-Cyclopropylacetylamino)-4-methylthiazole-5-carboxylic Acid Benzylamide). Yield: 27.0%. Reaction SMILES: [CH:1]1([CH2:4][C:5](Cl)=[O:6])[CH2:3][CH2:2]1.[CH2:8]([NH:15][C:16]([C:18]1[S:22][C:21]([NH2:23])=[N:20][C:19]=1[CH3:24])=[O:17])[C:9]1[CH:14]=[CH:13][CH:12]=[CH:11][CH:10]=1>>[CH2:8]([NH:15][C:16]([C:18]1[S:22][C:21]([NH:23][C:5](=[O:6])[CH2:4][CH:1]2[CH2:3][CH2:2]2)=[N:20][C:19]=1[CH3:24])=[O:17])[C:9]1[CH:14]=[CH:13][CH:12]=[CH:11][CH:10]=1. Procedure details: Following the procedure as described in Example 2, making variations only as required to use cyclopropylacetyl chloride in place of benzoyl chloride to react with 2-amino-4-methylthiazole-5-carboxylic acid benzylamide, the title compound was obtained as a white solid in 27% yield; m.p. 136-139° C.; 1H NMR (CDCl3, 300 MHz) δ 7.34-7.24 (m, 5H), 5.97 (s, 1H), 4.57 (d, J=5.6 Hz, 2H), 2.60 (s, 3H), 2.39 (d, J=7.2 Hz, 2H), 1.05-1.00 (m, 1H), 0.71-0.68 (m, 2H), 0.27 (q, J=4.8 Hz, 2H); MS (ES+) m/z 330....